Dataset: the Open Reaction Database (ORD), a public repository of structured organic reaction records. Task: describe an organic reaction: reactants, conditions, products, and yield The reactants are CN([SiH](C)C)[Si](C)(C)C, CCC(C)c1cccc(C(C)CC)c1O, ClC(Cl)Cl, N. Product: CCC(C)c1cccc(C(C)CC)c1O[Si](C)(C)C. RXN SMILES: [CH3:1][SiH:2]([CH3:3])[N:8]([Si:4]([CH3:5])([CH3:6])[CH3:7])[CH3:9].[CH:10]([CH3:11])([CH2:12][CH3:13])[c:14]1[c:15]([OH:24])[c:16]([CH:20]([CH3:21])[CH2:22][CH3:23])[cH:17][cH:18][cH:19]1.[CH:26]([Cl:27])([Cl:28])[Cl:29].[NH3:25]>>[Si:4]([CH3:5])([CH3:6])([CH3:7])[O:24][c:15]1[c:14]([CH:10]([CH3:11])[CH2:12][CH3:13])[cH:19][cH:18][cH:17][c:16]1[CH:20]([CH3:21])[CH2:22][CH3:23]. Reactants: [Li]CCCC (n-BuLi), BrC1=C(C=CC=C1)CC (1-bromo-2-ethylbenzene), O1C[C@H]1CC ((R)-(+)-1,2-epoxybutane). Run in C1CCOC1 (THF), C1CCOC1 (THF). Conditions: temperature -78 celsius. Yields the product C(C)C1=C(C=CC=C1)[C@@H](CCC)O ((R)-1-(2-ethylphenyl)butan-1-ol). As a reaction SMILES: Br[C:2]1[CH:7]=[CH:6][CH:5]=[CH:4][C:3]=1[CH2:8][CH3:9].[Li][CH2:11][CH2:12][CH2:13][CH3:14].[O:15]1[C@H](CC)C1>C1COCC1>[CH2:13]([C:12]1[CH:11]=[CH:4][CH:5]=[CH:6][C:7]=1[C@H:2]([OH:15])[CH2:3][CH2:8][CH3:9])[CH3:14]. Procedure details: The 1-bromo-2-ethylbenzene (2.0 g) was dissolved in dry THF and the mixture was cooled to −78° C. 1.6 M n-BuLi (20.26 ml) was slowly added to the reaction mixture and then the mixture was stirred at −78° C. After 1 h (R)-(+)-1,2-epoxybutane (1.1 g) was added in 10 ml of THF. The reaction mixture was allowed to warm to ambient temperature and then stirred over night. The reaction was quenched with ice-water and product extracted in heptanes, and finally purified by using the separation method E y... The reactants are BrC=1SC2=C(N1)C=C(C(=C2OS(=O)(=O)C(F)(F)F)[C@@H](C(=O)OCC)OC(C)(C)C)C ((S)-ethyl 2-(2-bromo-5-methyl-7-(trifluoromethylsulfonyloxy)benzo[d]thiazol-6-yl)-2-tert-butoxyacetate), N1CCC1 (azetidine), [NH4+].[Cl-] (NH4Cl). Solvent: C1CCOC1 (THF). Conditions: temperature 70 celsius. The product is N1(CCC1)C=1SC2=C(N1)C=C(C(=C2OS(=O)(=O)C(F)(F)F)[C@@H](C(=O)OCC)OC(C)(C)C)C ((S)-ethyl 2-(2-(azetidin-1-yl)-5-methyl-7-(trifluoromethylsulfonyloxy)benzo[d]thiazol-6-yl)-2-tert-butoxyacetate). RXN SMILES: Br[C:2]1[S:3][C:4]2[C:10]([O:11][S:12]([C:15]([F:18])([F:17])[F:16])(=[O:14])=[O:13])=[C:9]([C@H:19]([O:25][C:26]([CH3:29])([CH3:28])[CH3:27])[C:20]([O:22][CH2:23][CH3:24])=[O:21])[C:8]([CH3:30])=[CH:7][C:5]=2[N:6]=1.[NH:31]1[CH2:34][CH2:33][CH2:32]1.[NH4+].[Cl-]>C1COCC1>[N:31]1([C:2]2[S:3][C:4]3[C:10]([O:11][S:12]([C:15]([F:17])([F:16])[F:18])(=[O:14])=[O:13])=[C:9]([C@H:19]([O:25][C:26]([CH3:28])([CH3:29])[CH3:27])[C:20]([O:22][CH2:23][CH3:24])=[O:21])[C:8]([CH3:30])=[CH:7][C:5]=3[N:6]=2)[CH2:34][CH2:33][CH2:32]1 |f:2.3|. Reported procedure: To a solution of 32 (50 mg, 0.094 mmol) in THF (1 mL) was added azetidine (20 μL). The reaction mixture was heated at 70° C. for 30 min. A saturated solution of NH4Cl (3 mL) was added, and the layers were separated. The aqueous layer was extracted with EtOAc. The combined organic layer were dried, filtered, and concentrated in vacuo. The crude material was purified by column chromatography (EtOAc/hexanes) to give 38 mg of 33. LCMS-ESI+: calc'd for C20H25F3N2O6S2: 511.1 (M+H+); Found: 511.0 (M+H+... The reactants are ClC=1C=C(C=NC1Cl)COC1=CC(=C(C(=O)OC(C)(C)C)C=C1F)F (tert-butyl 4-((5,6-dichloropyridin-3-yl)methoxy)-2,5-difluorobenzoate), C(=O)(C(F)(F)F)O (TFA). Run in C(Cl)Cl (DCM). The product is ClC=1C=C(C=NC1Cl)COC1=CC(=C(C(=O)O)C=C1F)F (4-((5,6-Dichloropyridin-3-yl)methoxy)-2,5-difluorobenzoic acid). Yield: 49.5%. Reaction SMILES: [Cl:1][C:2]1[CH:3]=[C:4]([CH2:9][O:10][C:11]2[C:23]([F:24])=[CH:22][C:14]([C:15]([O:17]C(C)(C)C)=[O:16])=[C:13]([F:25])[CH:12]=2)[CH:5]=[N:6][C:7]=1[Cl:8].C(O)(C(F)(F)F)=O>C(Cl)Cl>[Cl:1][C:2]1[CH:3]=[C:4]([CH2:9][O:10][C:11]2[C:23]([F:24])=[CH:22][C:14]([C:15]([OH:17])=[O:16])=[C:13]([F:25])[CH:12]=2)[CH:5]=[N:6][C:7]=1[Cl:8]. Procedure details: To a solution of tert-butyl 4-((5,6-dichloropyridin-3-yl)methoxy)-2,5-difluorobenzoate (Preparation 13, 490 mg, 1.27 mmol) in DCM (5 mL) was added TFA (5 mL). After 30 minutes the reaction mixture was concentrated in vacuo and the resulting residue was purified by reverse phase chromatography eluting with H2O/MeCN/HCOOH (95/5/0.1 to 5/95/0.1, Biotage™ 40 g C18-silica gel) to yield the title compound (210 mg, 50%). Starting materials: CS(=O)(=O)c1cc(F)c2c(c1)OC(CBr)OC2, CCCNC, CCO. The product is CCCN(C)CC1OCc2c(F)cc(S(C)(=O)=O)cc2O1. As a reaction SMILES: [Br:1][CH2:2][CH:3]1[O:4][CH2:5][c:6]2[c:7]([cH:9][c:10]([S:14](=[O:15])(=[O:16])[CH3:17])[cH:11][c:12]2[F:13])[O:8]1.[CH3:18][NH:19][CH2:20][CH2:21][CH3:22].[CH3:23][CH2:24][OH:25]>>[CH2:2]([CH:3]1[O:4][CH2:5][c:6]2[c:7]([cH:9][c:10]([S:14](=[O:15])(=[O:16])[CH3:17])[cH:11][c:12]2[F:13])[O:8]1)[N:19]([CH3:18])[CH2:20][CH2:21][CH3:22]. Starting materials: NC1=C(C(=O)C2=CC=C(C=C2)Cl)C=CC=C1 (2-amino-4'-chlorobenzophenone), ClC1=NC=CC=C1[N+](=O)[O-] (2-chloro-3-nitropyridine). Solvent: C1(=CC=CC=C1)C (toluene). Conditions: temperature 120 celsius, time 2 hour. The product is ClC1=CC=C(C=C1)C(=O)C1=C(C=CC=C1)NC1=NC=CC=C1[N+](=O)[O-] ((4-Chlorophenyl)[2-[(3-nitro-2-pyridinyl)amino]phenyl]methanone). The yield is 56.3%. As a reaction SMILES: [NH2:1][C:2]1[CH:16]=[CH:15][CH:14]=[CH:13][C:3]=1[C:4]([C:6]1[CH:11]=[CH:10][C:9]([Cl:12])=[CH:8][CH:7]=1)=[O:5].Cl[C:18]1[C:23]([N+:24]([O-:26])=[O:25])=[CH:22][CH:21]=[CH:20][N:19]=1>C1(C)C=CC=CC=1>[Cl:12][C:9]1[CH:10]=[CH:11][C:6]([C:4]([C:3]2[CH:13]=[CH:14][CH:15]=[CH:16][C:2]=2[NH:1][C:18]2[C:23]([N+:24]([O-:26])=[O:25])=[CH:22][CH:21]=[CH:20][N:19]=2)=[O:5])=[CH:7][CH:8]=1. Procedure: Under nitrogen atmosphere, 50.0 g (0.216 mole) of 2-amino-4'-chlorobenzophenone was added in four portions at 15 min intervals to a stirred melt (105°-110° C.) of 35.9 g (0.227 mole) of 2-chloro-3-nitropyridine. The reaction temperature was increased to 120° C. for 3 hr and then to 150° C. for 2 hr. The stirred mixture was cooled to 115° C. and 100 ml of hot toluene was added. The cooled mixture (room temperature) was filtered. The filtrate was washed with 75 ml of 5% sodium hydroxide solution, ... Reactants: N[C@@H](CS)C(=O)O (L-cysteine), O=C[C@H](O)[C@@H](O)[C@@H](O)[C@H](O)CO (D-galactose), N1=CC=CC=C1 (pyridine). The solvent is O (water). Conditions: temperature 65 celsius, time 2 hour. Yields the product OC(C(C(C(CO)O)O)O)C1SCC(N1)C(=O)O (2-(1,2,3,4,5-pentahydroxypentyl)thiazolidine-4-carboxylic acid). Yield: 83.0%. Reaction SMILES: [NH2:1][C@H:2]([C:5]([OH:7])=[O:6])[CH2:3][SH:4].O=[CH:9][C@@H:10]([C@H:12]([C@H:14]([C@@H:16]([CH2:18][OH:19])[OH:17])[OH:15])[OH:13])[OH:11].N1C=CC=CC=1>O>[OH:11][CH:10]([CH:9]1[NH:1][CH:2]([C:5]([OH:7])=[O:6])[CH2:3][S:4]1)[CH:12]([OH:13])[CH:14]([OH:15])[CH:16]([OH:17])[CH2:18][OH:19]. Procedure details: Under an argon atmosphere, L-cysteine (2.42 g, 20.0 mmol), D-galactose (3.60 g, 20.0 mmol), and pyridine (0.40 ml, 5.0 mmol) were added to water (340 ml), and the solution was heated at 65° C. for 1 hour, and left standing at room temperature for 2 hours. The precipitated solid was collected by filtration, and dried under reduced pressure to give 2-(1,2,3,4,5-pentahydroxypentyl)thiazolidine-4-carboxylic acid (4.70 g) as white crystals. The reactants are Cc1ccc(-n2cccc2)cc1, O=C1CCC(=O)N1Cl, C1CCOC1. The product is Cc1ccc(-n2cccc2Cl)cc1. Reaction SMILES: [CH3:1][c:2]1[cH:3][cH:4][c:5](-[n:8]2[cH:9][cH:10][cH:11][cH:12]2)[cH:6][cH:7]1.[Cl:13][N:14]1[C:15](=[O:16])[CH2:17][CH2:18][C:19]1=[O:20].[O:21]1[CH2:22][CH2:23][CH2:24][CH2:25]1>>[CH3:1][c:2]1[cH:3][cH:4][c:5](-[n:8]2[c:9]([Cl:13])[cH:10][cH:11][cH:12]2)[cH:6][cH:7]1. The reactants are C[O-].[Na+] (sodium methoxide), COC=1C=C2C(=C(CC2=CC1)C)CC(=O)OC (methyl 5-methoxy-2-methyl-3-indenylacetate), CS(=O)(=O)C1=CC=C(C=O)C=C1 (p-methylsulfonylbenzaldehyde). The solvent is O (water), O (water). Run at time 30 minute. The product is COC=1C=C2C(=C(/C(/C2=CC1)=C/C1=CC=C(C=C1)S(=O)(=O)C)C)CC(=O)O ((Z)-5-methoxy-2-methyl-1-(p-methylsulfonylbenzylidene)-3-indenylacetic acid). Reaction SMILES: C[O-].[Na+].[CH3:4][O:5][C:6]1[CH:7]=[C:8]2[C:12](=[CH:13][CH:14]=1)[CH2:11][C:10]([CH3:15])=[C:9]2[CH2:16][C:17]([O:19]C)=[O:18].[CH3:21][S:22]([C:25]1[CH:32]=[CH:31][C:28]([CH:29]=O)=[CH:27][CH:26]=1)(=[O:24])=[O:23]>O>[CH3:4][O:5][C:6]1[CH:7]=[C:8]2[C:12](=[CH:13][CH:14]=1)/[C:11](=[CH:29]\[C:28]1[CH:31]=[CH:32][C:25]([S:22]([CH3:21])(=[O:24])=[O:23])=[CH:26][CH:27]=1)/[C:10]([CH3:15])=[C:9]2[CH2:16][C:17]([OH:19])=[O:18] |f:0.1|. Reported procedure: 25% methanolic sodium methoxide (16 ml, 2.0 equivalents) is treated with a solution of methyl 5-methoxy-2-methyl-3-indenylacetate (from Example 4, Part C) (8.7 g; 0.037 mol) and p-methylsulfonylbenzaldehyde, (6.3 g; 1.1 equivalent). The mixture is stirred at reflux under nitrogen for 2 hours. An equal volume of water is added slowly, and refluxing is continued for 30 min. The solution is cooled, is diluted with water and is washed with ether. Residual ether is blown off with nitrogen. The aqueou...